Dataset: the Open Reaction Database (ORD), a public repository of structured organic reaction records. Task: describe an organic reaction: reactants, conditions, products, and yield The reactants are NC1=NC(=C(C(=N1)C=1OC=CC1)C#N)S(=O)C (2-amino-4-furan-2-yl-6-methanesulfinyl-pyrimidine-5-carbonitrile), C1=C(C=CC2=CC=CC=C12)C(C)O ((RS)-1-(2-naphthyl)ethanol), C1CCC2=NCCCN2CC1 (DBU). The solvent is COCCOC (DME). Product: NC1=NC(=C(C(=N1)C=1OC=CC1)C#N)OC(C)C1=CC2=CC=CC=C2C=C1 ((RS)-2-Amino-4-furan-2-yl-6-(1-naphthalen-2-yl-ethoxy)-pyrimidine-5-carbonitrile). RXN SMILES: [NH2:1][C:2]1[N:7]=[C:6]([C:8]2[O:9][CH:10]=[CH:11][CH:12]=2)[C:5]([C:13]#[N:14])=[C:4](S(C)=O)[N:3]=1.[CH:18]1[C:27]2[C:22](=[CH:23][CH:24]=[CH:25][CH:26]=2)[CH:21]=[CH:20][C:19]=1[CH:28]([OH:30])[CH3:29].C1CCN2C(=NCCC2)CC1>COCCOC>[NH2:1][C:2]1[N:7]=[C:6]([C:8]2[O:9][CH:10]=[CH:11][CH:12]=2)[C:5]([C:13]#[N:14])=[C:4]([O:30][CH:28]([C:19]2[CH:20]=[CH:21][C:22]3[C:27](=[CH:26][CH:25]=[CH:24][CH:23]=3)[CH:18]=2)[CH3:29])[N:3]=1. Procedure: From 2-amino-4-furan-2-yl-6-methanesulfinyl-pyrimidine-5-carbonitrile, (RS)-1-(2-naphthyl)ethanol and DBU in DME. ES-MS m/e (%): 357 (M+H+, 100).